This data is from the Open Reaction Database (ORD), a public repository of structured organic reaction records. The task is: describe an organic reaction: reactants, conditions, products, and yield The reactants are CC1(C)CC(c2ccc3c(c2)C2(COC(N)=N2)c2cc(-c4cncnc4)ccc2O3)=CCO1, CO, [H][H]. The product is CC1(C)CC(c2ccc3c(c2)C2(COC(N)=N2)c2cc(-c4cncnc4)ccc2O3)CCO1. RXN SMILES: [CH3:1][C:2]1([CH3:33])[O:3][CH2:4][CH:5]=[C:6]([c:8]2[cH:9][c:10]3[c:11]([cH:12][cH:13]2)[O:14][c:15]2[cH:16][cH:17][c:18](-[c:27]4[cH:28][n:29][cH:30][n:31][cH:32]4)[cH:19][c:20]2[C:21]32[N:22]=[C:23]([NH2:26])[O:24][CH2:25]2)[CH2:7]1.[CH3:34][OH:35].[H:36][H:37]>>[CH3:1][C:2]1([CH3:33])[O:3][CH2:4][CH2:5][CH:6]([c:8]2[cH:9][c:10]3[c:11]([cH:12][cH:13]2)[O:14][c:15]2[cH:16][cH:17][c:18](-[c:27]4[cH:28][n:29][cH:30][n:31][cH:32]4)[cH:19][c:20]2[C:21]32[N:22]=[C:23]([NH2:26])[O:24][CH2:25]2)[CH2:7]1.